From a dataset of the Open Reaction Database (ORD), a public repository of structured organic reaction records. describe an organic reaction: reactants, conditions, products, and yield RXN SMILES: [CH2:23]1[O:24][CH2:25][CH2:26][CH2:27]1.[OH2:28].[OH:5][CH2:6][CH2:7][c:8]1[cH:9][nH:10][c:11]2[cH:12][cH:13][c:14]([CH2:17][NH:18][S:19](=[O:20])(=[O:21])[CH3:22])[cH:15][c:16]12.[P:1]([Br:2])([Br:3])[Br:4]>>[Br:2][CH2:6][CH2:7][c:8]1[cH:9][nH:10][c:11]2[cH:12][cH:13][c:14]([CH2:17][NH:18][S:19](=[O:20])(=[O:21])[CH3:22])[cH:15][c:16]12. The product is CS(=O)(=O)NCc1ccc2[nH]cc(CCBr)c2c1. Starting materials: C1CCOC1, O, CS(=O)(=O)NCc1ccc2[nH]cc(CCO)c2c1, BrP(Br)Br. Reaction SMILES: [CH3:61][CH2:62][O:63][C:64](=[O:65])[CH3:66].[F:1][c:2]1[c:3]([C:9]2([CH:12]([CH3:13])[OH:14])[O:10][CH2:11]2)[cH:4][cH:5][c:6]([F:8])[cH:7]1.[O:43]=[C:44]([O:45][CH2:46][CH3:47])[N:48]=[N:49][C:50]([O:51][CH2:52][CH3:53])=[O:54].[O:55]1[CH2:56][CH2:57][CH2:58][CH2:59]1.[OH2:60].[OH:34][C:35](=[O:36])[c:37]1[cH:38][cH:39][cH:40][cH:41][cH:42]1.[c:15]1([P:16]([c:17]2[cH:18][cH:19][cH:20][cH:21][cH:22]2)[c:23]2[cH:24][cH:25][cH:26][cH:27][cH:28]2)[cH:29][cH:30][cH:31][cH:32][cH:33]1>>[F:1][c:2]1[c:3]([C:9]2([CH:12]([CH3:13])[O:14][C:35](=[O:34])[c:37]3[cH:38][cH:39][cH:40][cH:41][cH:42]3)[O:10][CH2:11]2)[cH:4][cH:5][c:6]([F:8])[cH:7]1. The reactants are CCOC(C)=O, CC(O)C1(c2ccc(F)cc2F)CO1, CCOC(=O)N=NC(=O)OCC, C1CCOC1, O, O=C(O)c1ccccc1, c1ccc(P(c2ccccc2)c2ccccc2)cc1. The product is CC(OC(=O)c1ccccc1)C1(c2ccc(F)cc2F)CO1. The reactants are C(C)OC(=O)C=1C=NN2C1N=CC(=C2C2CCCCC2)Br (6-bromo-7-cyclohexyl-pyrazolo[1,5-α]pyrimidine-3-carboxylic acid ethyl ester), [Li+].[OH-] (LiOH), Cl (HCl), CSC1=CC=C(C=C1)B(O)O (4-methylsulfanyl-phenylboronic acid), P(=O)([O-])([O-])[O-].[K+].[K+].[K+] (potassium phosphate). The reagents and catalysts are [Pd] (Pd). The solvent is O1CCOCC1 (1,4-dioxane), O1CCCC1 (tetrahydrofuran), C(C)(=O)OCC (ethyl acetate). Reaction conditions: temperature 80 celsius, time 8 hour. Yields the product C1(CCCCC1)C1=C(C=NC=2N1N=CC2C(=O)O)C2=CC=C(C=C2)SC (7-cyclohexyl-6-(4-methylsulfanyl-phenyl)-pyrazolo[1,5-a]pyrimidine-3-carboxylic acid). Yield: 49.5%. Reaction SMILES: [CH3:1][S:2][C:3]1[CH:8]=[CH:7][C:6](B(O)O)=[CH:5][CH:4]=1.P([O-])([O-])([O-])=O.[K+].[K+].[K+].C([O:22][C:23]([C:25]1[CH:26]=[N:27][N:28]2[C:33]([CH:34]3[CH2:39][CH2:38][CH2:37][CH2:36][CH2:35]3)=[C:32](Br)[CH:31]=[N:30][C:29]=12)=[O:24])C.[Li+].[OH-].Cl>[Pd].O1CCOCC1.O1CCCC1.C(OCC)(=O)C>[CH:34]1([C:33]2[N:28]3[N:27]=[CH:26][C:25]([C:23]([OH:24])=[O:22])=[C:29]3[N:30]=[CH:31][C:32]=2[C:6]2[CH:7]=[CH:8][C:3]([S:2][CH3:1])=[CH:4][CH:5]=2)[CH2:35][CH2:36][CH2:37][CH2:38][CH2:39]1 |f:1.2.3.4,6.7|. Reported procedure: A mixture of 14 mg (0.085 mmol) of 4-methylsulfanyl-phenylboronic acid, 2 mg (0.0028 mmol) of Pd catalyst, and 45 mg (0.213 mmol) of potassium phosphate was placed into a 4 mL vial. To this mixture 25 mg (0.077 mmol) of 6-bromo-7-cyclohexyl-pyrazolo[1,5-α]pyrimidine-3-carboxylic acid ethyl ester in 1.5 mL of 1,4-dioxane was added, the resulting mixture was flushed with argon and stirred at 80° C. (oil bath) overnight. The reaction mixture was then diluted with ethyl acetate, filtered through a s... Solvent: CCOC(=O)C.CCCCCC (EtOAc Hexane). Reaction SMILES: [Cl:1][C:2]1[N:7]=[C:6]([NH:8][CH3:9])[C:5]([N+:10]([O-])=O)=[CH:4][CH:3]=1>CCOC(C)=O.CCCCCC>[Cl:1][C:2]1[N:7]=[C:6]([NH:8][CH3:9])[C:5]([NH2:10])=[CH:4][CH:3]=1 |f:1.2|. Product: ClC1=CC=C(C(=N1)NC)N (6-chloro-N2-methylpyridine-2,3-diamine). Procedure: The title compound was prepared in analogy to the procedure described in Step 85.2 using 6-chloro-N-methyl-3-nitropyridin-2-amine (Step 102.1) at RT for 23 hr. The crude material was purified by silica gel column chromatography (25% EtOAc/hexane) to afford a purple solid. tR: 0.64 min (LC-MS 2); ESI-MS: 158 [M+H]+ (LC-MS 2); Rf=0.12 (25% EtOAc/Hexane). Starting materials: ClC1=CC=C(C(=N1)NC)[N+](=O)[O-] (6-chloro-N-methyl-3-nitropyridin-2-amine). Starting materials: NC1(c2ccc3c(c2)OCO3)CCC(=O)CC1, O=C(CNC(=O)c1cccc(C(F)(F)F)c1)NC1CNC1. The product is NC1(c2ccc3c(c2)OCO3)CCC(N2CC(NC(=O)CNC(=O)c3cccc(C(F)(F)F)c3)C2)CC1. Reaction SMILES: [NH2:1][C:2]1([c:9]2[cH:10][c:11]3[c:12]([cH:16][cH:17]2)[O:13][CH2:14][O:15]3)[CH2:3][CH2:4][C:5](=[O:8])[CH2:6][CH2:7]1.[NH:18]1[CH2:19][CH:20]([NH:22][C:23](=[O:24])[CH2:25][NH:26][C:27]([c:28]2[cH:29][c:30]([C:34]([F:35])([F:36])[F:37])[cH:31][cH:32][cH:33]2)=[O:38])[CH2:21]1>>[NH2:1][C:2]1([c:9]2[cH:10][c:11]3[c:12]([cH:16][cH:17]2)[O:13][CH2:14][O:15]3)[CH2:3][CH2:4][CH:5]([N:18]2[CH2:19][CH:20]([NH:22][C:23](=[O:24])[CH2:25][NH:26][C:27]([c:28]3[cH:29][c:30]([C:34]([F:35])([F:36])[F:37])[cH:31][cH:32][cH:33]3)=[O:38])[CH2:21]2)[CH2:6][CH2:7]1. Starting materials: C(C)(C)(C)OC(=O)N1C(C(=O)O)C(CC1)C (tert-butoxycarbonyl-3-methyl-dl-proline), ClC=1C=CC(=C(CNC([C@H]2NCCC2)=O)C1)N1N=NN=C1 (N-[5-chloro-2-(1H-tetraazol-1-yl)benzyl]-L-prolinamide). Solvent: C(CCl)Cl (EDC). The product is C(C)(C)(C)OC(=O)N1[C@H](C(=O)N2[C@H](C(=O)NCC3=C(C=CC(=C3)Cl)N3N=NN=C3)CCC2)C(CC1)C (1-(tert-butoxycarbonyl)-3-methylprolyl-N-[5-chloro-2-(1H-tetraazol-1-yl)benzyl]-L-prolinamide). Reaction SMILES: [C:1]([O:5][C:6]([N:8]1[CH2:15][CH2:14][CH:13]([CH3:16])[CH:9]1[C:10]([OH:12])=O)=[O:7])([CH3:4])([CH3:3])[CH3:2].[Cl:17][C:18]1[CH:19]=[CH:20][C:21]([N:33]2[CH:37]=[N:36][N:35]=[N:34]2)=[C:22]([CH:32]=1)[CH2:23][NH:24][C:25](=[O:31])[C@@H:26]1[CH2:30][CH2:29][CH2:28][NH:27]1>C(Cl)CCl>[C:1]([O:5][C:6]([N:8]1[CH2:15][CH2:14][CH:13]([CH3:16])[C@H:9]1[C:10]([N:27]1[CH2:28][CH2:29][CH2:30][C@H:26]1[C:25]([NH:24][CH2:23][C:22]1[CH:32]=[C:18]([Cl:17])[CH:19]=[CH:20][C:21]=1[N:33]1[CH:37]=[N:36][N:35]=[N:34]1)=[O:31])=[O:12])=[O:7])([CH3:2])([CH3:3])[CH3:4]. Procedure: The title compound was prepared as a mixture of diastereomers from 1-(tert-butoxycarbonyl-3-methyl-dl-proline (16 mg, 0.07 mmol) and N-[5-chloro-2-(1H-tetraazol-1-yl)benzyl]-L-prolinamide (Example 26, Step B, 21 mg, 0.07 mmol), essentially according to the EDC coupling procedure described in Example 39, Step D. The diastereomeric products were separated by reverse phase HPLC and were carried on directly to deprotection. The reactants are ClC1NC=CC(=C1OC1=CC(=CC(=C1)Br)Br)C(F)(F)F (2-chloro-3-(3,5-dibromophenoxy)-4-(trifluoromethyl)-1,2-dihydropyridine), [OH-].[K+] (potassium hydroxide). The solvent is C(C)(C)(C)O (tert-butanol). Run at time 16 hour. Product: BrC=1C=C(OC=2C(NC=CC2C(F)(F)F)=O)C=C(C1)Br (3-(3,5-dibromophenoxy)-4-(trifluoromethyl)pyridin-2(1H)-one). RXN SMILES: Cl[CH:2]1[C:7]([O:8][C:9]2[CH:14]=[C:13]([Br:15])[CH:12]=[C:11]([Br:16])[CH:10]=2)=[C:6]([C:17]([F:20])([F:19])[F:18])[CH:5]=[CH:4][NH:3]1.[OH-:21].[K+]>C(O)(C)(C)C>[Br:16][C:11]1[CH:10]=[C:9]([CH:14]=[C:13]([Br:15])[CH:12]=1)[O:8][C:7]1[C:2](=[O:21])[NH:3][CH:4]=[CH:5][C:6]=1[C:17]([F:20])([F:19])[F:18] |f:1.2|. Procedure: 2-chloro-3-(3,5-dibromophenoxy)-4-(trifluoromethyl)-1,2-dihydropyridine (1.64 g, 3.80 mmol) and potassium hydroxide (0.640 g, 11.4 mmol) were dissolved in tert-butanol in a round bottom flask and placed in an oil bath at 75° C. under N2. After 16 hours, the reaction mixture was allowed to cool to room temperature and quenched with saturated aqueous ammonium chloride (25 mL). This mixture was diluted with water (25 mL) and extracted with ethyl acetate (2×50 mL). The combined organic extracts were...